Dataset: the Open Reaction Database (ORD), a public repository of structured organic reaction records. Task: describe an organic reaction: reactants, conditions, products, and yield Starting materials: C(C)(C)(C)OC(=O)N1CCC(CC1)NC1=CC(=C(C=C1)C#N)C(F)(F)F (4-(4-cyano-3-trifluoromethyl-phenylamino)-piperidine-1-carboxylic acid tert-butyl ester), FC(C(=O)O)(F)F (trifluoroacetic acid), ClCCl (dichloromethane). Reaction conditions: time 30 minute. Yields the product Cl.N1CCC(CC1)NC1=CC(=C(C#N)C=C1)C(F)(F)F (4-(piperidin-4-ylamino)-2-trifluoromethyl-benzonitrile hydrochloride). RXN SMILES: C(OC([N:8]1[CH2:13][CH2:12][CH:11]([NH:14][C:15]2[CH:20]=[CH:19][C:18]([C:21]#[N:22])=[C:17]([C:23]([F:26])([F:25])[F:24])[CH:16]=2)[CH2:10][CH2:9]1)=O)(C)(C)C.FC(F)(F)C(O)=O.[Cl:34]CCl>>[ClH:34].[NH:8]1[CH2:13][CH2:12][CH:11]([NH:14][C:15]2[CH:20]=[CH:19][C:18]([C:21]#[N:22])=[C:17]([C:23]([F:24])([F:25])[F:26])[CH:16]=2)[CH2:10][CH2:9]1 |f:3.4|. Reported procedure: To a solution of 4-(4-cyano-3-trifluoromethyl-phenylamino)-piperidine-1-carboxylic acid tert-butyl ester (250 mg; 0.68 mmol, prepared in accordance with Example 154) in dichloromethane (5 mL) is added trifluoroacetic acid (1.5 mL) and the reaction mixture is stirred at room temperature for 30 minutes. All volatiles are then removed under high vacuum and the residue is taken up with diethyl ether and concentrated again. The residue is dissolved in a minimum amount of dioxane and a 4 molar solutio... Reactants: C(C)(C)(C)OC(=O)NC=1NC2=C(N1)C=C(C(=C2C)[N+](=O)[O-])C (2-(t-butoxycarbonyl)amino-4,6-dimethyl-5-nitrobenzimidazole), [H][H] (hydrogen). The solvent is C(C)O (ethanol). Yields the product NC1=C(C2=C(N=C(N2)NC(=O)OC(C)(C)C)C=C1C)C (5-amino-2-(t-butoxycarbonyl)amino-4,6-dimethylbenzimidazole). Yield: 88.7%. As a reaction SMILES: [C:1]([O:5][C:6]([NH:8][C:9]1[NH:10][C:11]2[C:17]([CH3:18])=[C:16]([N+:19]([O-])=O)[C:15]([CH3:22])=[CH:14][C:12]=2[N:13]=1)=[O:7])([CH3:4])([CH3:3])[CH3:2].[H][H]>C(O)C>[NH2:19][C:16]1[C:15]([CH3:22])=[CH:14][C:12]2[N:13]=[C:9]([NH:8][C:6]([O:5][C:1]([CH3:2])([CH3:3])[CH3:4])=[O:7])[NH:10][C:11]=2[C:17]=1[CH3:18]. Procedure details: A suspension of 2-(t-butoxycarbonyl)amino-4,6-dimethyl-5-nitrobenzimidazole (0.625 g, 2.04 mmol) in ethanol (70 mL) is treated with hydrogen at 45 psi for 15 hours. The mixture is filtered on Celite and the filtrate is rotary evaporated to afford 5-amino-2-(t-butoxycarbonyl)amino-4,6-dimethylbenzimidazole (0.5 g). Starting materials: N(=[N+]=[N-])C1=C(C=CC=C1)F (1-azido-2-fluorobenzene), ClCC(CC(=O)OC)=O (methyl 4-chloroacetoacetate), N1CCOCC1 (morpholine). Product: FC1=C(C=CC=C1)N1N=NC(=C1CN1CCOCC1)C(=O)OC (Methyl 1-(2-fluorophenyl)-5-(morpholin-4-ylmethyl)-1H-1,2,3-triazole-4-carboxylate). Reaction SMILES: [N:1]([C:4]1[CH:9]=[CH:8][CH:7]=[CH:6][C:5]=1[F:10])=[N+:2]=[N-:3].Cl[CH2:12][C:13](=O)[CH2:14][C:15]([O:17][CH3:18])=[O:16].[NH:20]1[CH2:25][CH2:24][O:23][CH2:22][CH2:21]1>>[F:10][C:5]1[CH:6]=[CH:7][CH:8]=[CH:9][C:4]=1[N:1]1[C:13]([CH2:12][N:20]2[CH2:25][CH2:24][O:23][CH2:22][CH2:21]2)=[C:14]([C:15]([O:17][CH3:18])=[O:16])[N:3]=[N:2]1. Procedure details: A solution of 1-azido-2-fluorobenzene, prepared according to Platz, M. S. et al. J. Org. Chem. 1989, 54, 5938-5945 (500 mg; 3.65 mmol; 1 eq.) and methyl 4-chloroacetoacetate (823 mg; 5.47 mmol; 1.5 eq.) in morpholine (10 ml) was stirred at 50° C. overnight. The reaction mixture was evaporated. Water was added (20 mL) and was extracted with EtOAc (2×20 mL). Combined organic phases were extracted with 3 portions of HCl 1 N. Combined aqueous phases were made alkaline with NaOH 5N and were extracted... Starting materials: C(C)N=C=O (ethyl isocyanate), C1CCC2=NCCCN2CC1 (DBU), C(C)OC(=O)C1=C(C=CC=C1)C=1NC(C(N1)=O)(C)C(C)C (2-(2-ethoxycarbonylphenyl)-5-isopropyl-5-methyl-4-oxo-2-imidazoline). Solvent: C(Cl)Cl (methylene chloride). Procedure: 9 g (0.031 mole) of 2-(2-ethoxycarbonylphenyl)-5-isopropyl-5-methyl-4-oxo-2-imidazoline are dissolved in 30 ml of absolute methylene chloride, and 2.7 g (0.038 mole) of ethyl isocyanate and 0.5 ml of DBU are added at room temperature. After a reaction time of 1 hour, the mixture is poured onto ice and the organic phase is washed twice with water, dried and evaporated. 11.0 g (98% of theory) of 2-(2-ethoxycarbonylphenyl)-1-N-ethylcarbamoyl-5-isopropyl-5-methyl-4-oxo-2-imidazoline are obtained as ... The product is C(C)OC(=O)C1=C(C=CC=C1)C=1N(C(C(N1)=O)(C)C(C)C)C(NCC)=O (2-(2-ethoxycarbonylphenyl)-1-N-ethylcarbamoyl-5-isopropyl-5-methyl-4-oxo-2-imidazoline). The yield is 98.7%. RXN SMILES: [CH2:1]([O:3][C:4]([C:6]1[CH:11]=[CH:10][CH:9]=[CH:8][C:7]=1[C:12]1[NH:13][C:14]([CH:19]([CH3:21])[CH3:20])([CH3:18])[C:15](=[O:17])[N:16]=1)=[O:5])[CH3:2].[CH2:22]([N:24]=[C:25]=[O:26])[CH3:23].C1CCN2C(=NCCC2)CC1>C(Cl)Cl>[CH2:1]([O:3][C:4]([C:6]1[CH:11]=[CH:10][CH:9]=[CH:8][C:7]=1[C:12]1[N:13]([C:25](=[O:26])[NH:24][CH2:22][CH3:23])[C:14]([CH:19]([CH3:20])[CH3:21])([CH3:18])[C:15](=[O:17])[N:16]=1)=[O:5])[CH3:2].